Dataset: the Open Reaction Database (ORD), a public repository of structured organic reaction records. Task: describe an organic reaction: reactants, conditions, products, and yield The product is CC(C)NCCN1CCN(CC1)C1=NC=CC=N1 (N-(1-methylethyl)-2-[4-(2-pyrimidinyl)-1-piperazinyl]ethylamine), eluant. The reactants are N1=C(N=CC=C1)N1CCN(CC1)CCN (2-[4-(2-pyrimidinyl)-1-piperazinyl]ethylamine), CC(=O)C (acetone), ClCCl (dichloromethane), [OH-].[Na+] (sodium hydroxide). Reaction conditions: time 1 hour. Procedure: To a solution of 2-[4-(2-pyrimidinyl)-1-piperazinyl]ethylamine (2.46 g, 0.012 mol) in methanol (45 mL) was added acetone (0.9 mL, 0.012 mol) and zinc chloride/sodium cyanoborohydride solution in dichloromethane (24 mL, containing 0.006 mol zinc chloride and 0.012 mol sodium cyanoborohydride) at room temperature. The resulting mixture was stirred at room temperature for 1 hour, and then an additional portion of the zinc chloride/cyanoborohydride solution (2 mL) was added. The mixture was then sti... Reagents/catalysts: [Cl-].[Zn+2].[Cl-].C(#N)[BH3-] (zinc chloride cyanoborohydride), [Cl-].[Zn+2].[Cl-].C(#N)[BH3-].[Na+] (zinc chloride sodium cyanoborohydride). The yield is 50.0%. As a reaction SMILES: [N:1]1[CH:6]=[CH:5][CH:4]=[N:3][C:2]=1[N:7]1[CH2:12][CH2:11][N:10]([CH2:13][CH2:14][NH2:15])[CH2:9][CH2:8]1.[CH3:16][C:17]([CH3:19])=O.ClCCl.[OH-].[Na+]>CO.[Cl-].[Zn+2].[Cl-].C([BH3-])#N.[Na+].[Cl-].[Zn+2].[Cl-].C([BH3-])#N>[CH3:16][CH:17]([NH:15][CH2:14][CH2:13][N:10]1[CH2:11][CH2:12][N:7]([C:2]2[N:3]=[CH:4][CH:5]=[CH:6][N:1]=2)[CH2:8][CH2:9]1)[CH3:19] |f:3.4,6.7.8.9.10,11.12.13.14|. Run in CO (methanol). Starting materials: O=C(O)c1cccc(Cl)c1, CCN1CCC(O)(c2cc(F)cc(Cl)c2)C1, ClCCl. Yields the product CC[N+]1([O-])CCC(O)(c2cc(F)cc(Cl)c2)C1. As a reaction SMILES: [Cl:17][c:18]1[cH:19][c:20]([C:25](=[O:22])[OH:26])[cH:21][cH:23][cH:24]1.[Cl:1][c:2]1[cH:3][c:4]([C:9]2([OH:16])[CH2:10][N:11]([CH2:14][CH3:15])[CH2:12][CH2:13]2)[cH:5][c:6]([F:8])[cH:7]1.[Cl:27][CH2:28][Cl:29]>>[Cl:1][c:2]1[cH:3][c:4]([C:9]2([OH:16])[CH2:10][N+:11]([CH2:14][CH3:15])([O-:22])[CH2:12][CH2:13]2)[cH:5][c:6]([F:8])[cH:7]1. The reactants are FC=1C=CC2=C(NC=3SC(=CC3C(N2)=S)C)C1 (6-fluoro-2-methyl-4,9-dihydro-3-thia-4,9-diazabenzo[f]azulene-10-thione), solid, FC(S(=O)(=O)OC)(F)F (methyl trifluoromethanesulfonate), COCC[C@@H]1NCCNC1 ((S)-2-(2-methoxyethyl)piperazine). The solvent is ClCCl (dichloromethane). Conditions: temperature 90 celsius. Product: FC=1C=CC2=C(NC=3SC(=CC3C(=N2)N2C[C@@H](NCC2)CCOC)C)C1 ((S)-6-Fluoro-10-[3-(2-methoxy-ethyl)-piperazin-1-yl]-2-methyl-4H-3-thia-4,9-diaza-benzo[f]azulene). RXN SMILES: [F:1][C:2]1[CH:3]=[CH:4][C:5]2[NH:14][C:13](=S)[C:12]3[CH:11]=[C:10]([CH3:16])[S:9][C:8]=3[NH:7][C:6]=2[CH:17]=1.FC(F)(F)S(OC)(=O)=O.[CH3:27][O:28][CH2:29][CH2:30][C@H:31]1[CH2:36][NH:35][CH2:34][CH2:33][NH:32]1>ClCCl>[F:1][C:2]1[CH:3]=[CH:4][C:5]2[N:14]=[C:13]([N:35]3[CH2:34][CH2:33][NH:32][C@@H:31]([CH2:30][CH2:29][O:28][CH3:27])[CH2:36]3)[C:12]3[CH:11]=[C:10]([CH3:16])[S:9][C:8]=3[NH:7][C:6]=2[CH:17]=1. Reported procedure: Suspend 6-fluoro-2-methyl-4,9-dihydro-3-thia-4,9-diazabenzo[f]azulene-10-thione (500 mg, 1.9 mmol) in dichloromethane (30 ml), stir under nitrogen and cool in an ice/water bath. Add methyl trifluoromethanesulfonate (500 μl), and stir overnight. Concentrate the reaction mixture under reduced pressure, take up in pyridine (10 ml) and add (S)-2-(2-methoxyethyl)piperazine (400 mg, 2.78 mmol) and stir the reaction mixture under nitrogen and heat at 90° C. for three days. Concentrate the reaction mixt... The reactants are C(C)(C)(C)OC(=O)N1CCC2(CC1)OC1=CC=C(C=C1C(C2)=O)Br (tert-butyl-6-bromo-4-oxospiro[chroman-2,4′-piperidine]-1′-carboxylate), C(C)(C)(C)OC(C1=CN=CC(=C1)Br)=O (5-bromo-nicotinic acid tert-butyl ester), C(=O)([O-])[O-].[Na+].[Na+] (Na2CO3), bis(pinacolato)diboran, C(=O)(C)O[K] (AcOK). Reagents/catalysts: C1=CC=C(C=C1)P([C-]2C=CC=C2)C3=CC=CC=C3.C1=CC=C(C=C1)P([C-]2C=CC=C2)C3=CC=CC=C3.[Fe+2] (DPPF), C=1C=CC(=CC1)[P](C=2C=CC=CC2)(C=3C=CC=CC3)[Pd]([P](C=4C=CC=CC4)(C=5C=CC=CC5)C=6C=CC=CC6)([P](C=7C=CC=CC7)(C=8C=CC=CC8)C=9C=CC=CC9)[P](C=1C=CC=CC1)(C=1C=CC=CC1)C=1C=CC=CC1 (Pd(PPh3)4), CC(=O)[O-].CC(=O)[O-].[Pd+2] (Pd(OAc)2). The solvent is CCOC(=O)C (EtOAc), O (H2O), O1CCOCC1 (dioxane). Conditions: temperature 100 celsius. The product is C(C)(C)(C)OC(C1=CN=CC=C1)=O (nicotinic acid tert-butyl ester). RXN SMILES: C(OC(N1CCC2(CC(=O)C3C(=CC=C(Br)C=3)O2)CC1)=O)(C)(C)C.C(O[K])(C)=O.[C:30]([O:34][C:35](=[O:43])[C:36]1[CH:41]=[C:40](Br)[CH:39]=[N:38][CH:37]=1)([CH3:33])([CH3:32])[CH3:31].C([O-])([O-])=O.[Na+].[Na+]>O1CCOCC1.CCOC(C)=O.O.CC([O-])=O.CC([O-])=O.[Pd+2].C1C=CC(P(C2C=CC=CC=2)[C-]2C=CC=C2)=CC=1.C1C=CC(P(C2C=CC=CC=2)[C-]2C=CC=C2)=CC=1.[Fe+2].C1C=CC([P]([Pd]([P](C2C=CC=CC=2)(C2C=CC=CC=2)C2C=CC=CC=2)([P](C2C=CC=CC=2)(C2C=CC=CC=2)C2C=CC=CC=2)[P](C2C=CC=CC=2)(C2C=CC=CC=2)C2C=CC=CC=2)(C2C=CC=CC=2)C2C=CC=CC=2)=CC=1>[C:30]([O:34][C:35](=[O:43])[C:36]1[CH:41]=[CH:40][CH:39]=[N:38][CH:37]=1)([CH3:33])([CH3:31])[CH3:32] |f:3.4.5,9.10.11,12.13.14,^1:112,114,133,152|. Reported procedure: tert-butyl-6-bromo-4-oxospiro[chroman-2,4′-piperidine]-1′-carboxylate (19.8 g, 50.0 mmol), bis(pinacolato)diboran (14.0 g, 55.0 mmol), Pd(OAc)2 (560 mg, 2.50 mmol), DPPF (2.77 g, 5.00 mmol), and AcOK (5.82 g, 60.0 mmol) were suspended in dioxane (250 mL) and heated at 100° C. for 10 hours. After cooling down to room temperature, 5-bromo-nicotinic acid tert-butyl ester (14.2 g, 55.0 mmol), Pd(PPh3)4 (5.78 g, 5.00 mmol) and 2M Na2CO3 aq. (125 mL, 250 mmol) were added to the reaction mixture; and t...